Task: describe an organic reaction: reactants, conditions, products, and yield. Dataset: the Open Reaction Database (ORD), a public repository of structured organic reaction records Reaction SMILES: [BH4-:18].[CH2:1]([CH2:2][CH2:3][CH3:4])[N:5]1[CH2:6][CH2:7][C:8](=[O:11])[CH2:9][CH2:10]1.[CH3:20][c:21]1[cH:22][cH:23][cH:24][cH:25][cH:26]1.[NH2:12][n:13]1[cH:14][cH:15][cH:16][cH:17]1.[Na+:19]>>[CH2:1]([CH2:2][CH2:3][CH3:4])[N:5]1[CH2:6][CH2:7][CH:8]([NH:12][n:13]2[cH:14][cH:15][cH:16][cH:17]2)[CH2:9][CH2:10]1. Yields the product CCCCN1CCC(Nn2cccc2)CC1. Reactants: [BH4-], CCCCN1CCC(=O)CC1, Cc1ccccc1, Nn1cccc1, [Na+]. The reactants are Nc1cc(Br)cc(-n2cccn2)c1[N+](=O)[O-], C1CCOC1, CCOC(C)=O, [Na+], [Na+], O=C([O-])[O-], [Pd], CCB(CC)c1cccnc1. Yields the product Nc1cc(-c2cccnc2)cc(-n2cccn2)c1[N+](=O)[O-]. RXN SMILES: [Br:1][c:2]1[cH:3][c:4](-[n:12]2[n:13][cH:14][cH:15][cH:16]2)[c:5]([N+:9](=[O:10])[O-:11])[c:6]([NH2:8])[cH:7]1.[CH2:34]1[O:35][CH2:36][CH2:37][CH2:38]1.[CH3:39][CH2:40][O:41][C:42](=[O:43])[CH3:44].[Na+:28].[Na+:29].[O-:30][C:31](=[O:32])[O-:33].[Pd:45].[n:17]1[cH:18][c:19]([B:23]([CH2:24][CH3:25])[CH2:26][CH3:27])[cH:20][cH:21][cH:22]1>>[c:2]1(-[c:19]2[cH:18][n:17][cH:22][cH:21][cH:20]2)[cH:3][c:4](-[n:12]2[n:13][cH:14][cH:15][cH:16]2)[c:5]([N+:9](=[O:10])[O-:11])[c:6]([NH2:8])[cH:7]1. Starting materials: ClC(=O)OCC (Ethyl chloroformate), BrC1=NC=CC(=C1)C(=O)O (2-bromo-4-pyridinecarboxylic acid), C(C)NCC (diethylamine). The solvent is C(C)N(CC)CC (triethylamine). Conditions: time 1 hour. The product is BrC1=NC=CC(=C1)C(=O)N(CC)CC (2-Bromo-N,N-diethyl-4-pyridinecarboxamide). As a reaction SMILES: ClC(OCC)=O.[Br:7][C:8]1[CH:13]=[C:12]([C:14]([OH:16])=O)[CH:11]=[CH:10][N:9]=1.[CH2:17]([NH:19][CH2:20][CH3:21])[CH3:18]>C(N(CC)CC)C>[Br:7][C:8]1[CH:13]=[C:12]([C:14]([N:19]([CH2:20][CH3:21])[CH2:17][CH3:18])=[O:16])[CH:11]=[CH:10][N:9]=1. Procedure: Ethyl chloroformate (1.07 g) was added dropwise to a solution of 2-bromo-4-pyridinecarboxylic acid (2 g) and triethylamine (1 g) at 0°. The mixture was stirred at room temperature for 1 h, diethylamine (3 ml) was added dropwise and the resulting suspension was stirred vigorously for 2 h. The precipitate was collected by filtration and washed with water (20 ml) to give the title compound as a white solid (1.55 g), m.p. 200°-203°. Starting materials: CS(C)=O, CC(C)c1ccc(S(N)(=O)=O)nc1, COc1ccc(Cl)c(Oc2c(Cl)ncnc2Cl)c1, O=C(O)CC(O)(CC(=O)O)C(=O)O. Product: COc1ccc(Cl)c(Oc2c(Cl)ncnc2NS(=O)(=O)c2ccc(C(C)C)cn2)c1. RXN SMILES: [CH3:45][S:46]([CH3:47])=[O:48].[CH:19]([CH3:20])([CH3:21])[c:22]1[cH:23][cH:24][c:25]([S:28](=[O:29])(=[O:30])[NH2:31])[n:26][cH:27]1.[Cl:1][c:2]1[n:3][cH:4][n:5][c:6]([Cl:18])[c:7]1[O:8][c:9]1[c:10]([Cl:17])[cH:11][cH:12][c:13]([O:15][CH3:16])[cH:14]1.[OH:32][C:33]([CH2:34][C:35]([C:36](=[O:37])[OH:38])([CH2:39][C:40](=[O:41])[OH:42])[OH:43])=[O:44]>>[c:2]1([NH:31][S:28]([c:25]2[cH:24][cH:23][c:22]([CH:19]([CH3:20])[CH3:21])[cH:27][n:26]2)(=[O:29])=[O:30])[n:3][cH:4][n:5][c:6]([Cl:18])[c:7]1[O:8][c:9]1[c:10]([Cl:17])[cH:11][cH:12][c:13]([O:15][CH3:16])[cH:14]1. The reactants are [Al+3], [Al+3], CN(C)C(=O)C(c1ccc(Br)cc1)C1(O)CCCCC1, C1CCOC1, [H-], [H-], [H-], [H-], [H-], [H-], [H-], [Li+], [Na+], [OH-], O=S(=O)(O)O. Reaction SMILES: [Al+3:13].[Al+3:2].[Br:16][c:17]1[cH:18][cH:19][c:20]([CH:23]([C:24]2([OH:30])[CH2:25][CH2:26][CH2:27][CH2:28][CH2:29]2)[C:31](=[O:32])[N:33]([CH3:34])[CH3:35])[cH:21][cH:22]1.[CH2:38]1[O:39][CH2:40][CH2:41][CH2:42]1.[H-:12].[H-:14].[H-:15].[H-:1].[H-:4].[H-:5].[H-:6].[Li+:3].[Na+:37].[OH-:36].[S:7](=[O:8])(=[O:9])([OH:10])[OH:11]>>[Br:16][c:17]1[cH:18][cH:19][c:20]([CH:23]([C:24]2([OH:30])[CH2:25][CH2:26][CH2:27][CH2:28][CH2:29]2)[CH2:31][N:33]([CH3:34])[CH3:35])[cH:21][cH:22]1. Yields the product CN(C)CC(c1ccc(Br)cc1)C1(O)CCCCC1. Starting materials: CC(C)(C)OC(=O)N1CCCCC1CCOc1ccccc1CCCCc1ccccc1, Cl, C1COCCO1. Product: Cl, c1ccc(CCCCc2ccccc2OCCC2CCCCN2)cc1. RXN SMILES: [C:2]([O:3][C:4](=[O:5])[N:9]1[CH:10]([CH2:15][CH2:16][O:17][c:18]2[c:19]([CH2:24][CH2:25][CH2:26][CH2:27][c:28]3[cH:29][cH:30][cH:31][cH:32][cH:33]3)[cH:20][cH:21][cH:22][cH:23]2)[CH2:11][CH2:12][CH2:13][CH2:14]1)([CH3:6])([CH3:7])[CH3:8].[ClH:1].[O:34]1[CH2:35][CH2:36][O:37][CH2:38][CH2:39]1>>[ClH:1].[NH:9]1[CH:10]([CH2:15][CH2:16][O:17][c:18]2[c:19]([CH2:24][CH2:25][CH2:26][CH2:27][c:28]3[cH:29][cH:30][cH:31][cH:32][cH:33]3)[cH:20][cH:21][cH:22][cH:23]2)[CH2:11][CH2:12][CH2:13][CH2:14]1.